Dataset: the Open Reaction Database (ORD), a public repository of structured organic reaction records. Task: describe an organic reaction: reactants, conditions, products, and yield The reactants are II (Iodine), [I-].[K+] (potassium iodide), S(=O)([O-])[O-].[Na+].[Na+] (sodium sulfite), II (iodine), [I-].[K+] (potassium iodide), resultant mixture, CC(CC=1C(=C2C=C(C(NC2=C(C1)C)=O)C)O)=CC (6-(2,3-dimethyl-2-propenyl)-5-hydroxy-3,8-dimethylcarbostyril), C([O-])([O-])=O.[K+].[K+] (potassium carbonate). Run in C(C)(=O)OCC (ethyl acetate), C(Cl)(Cl)Cl (chloroform), CO (methanol), C(Cl)(Cl)Cl (chloroform), CO (methanol). Reaction conditions: temperature -20 celsius. Yields the product ICC1(C(C=2C(=C3C=C(C(NC3=C(C2)C)=O)C)O1)C)C (2-Iodomethyl-2,3,5,8-tetramethyl-2,3,6,7-tetrahydrofuro[2,3-f]quinoline-7-one). Isolated yield 87.0%. Reaction SMILES: II.[I-:3].[K+].[CH3:5][C:6](=[CH:22]C)[CH2:7][C:8]1[C:9]([OH:21])=[C:10]2[C:15](=[C:16]([CH3:18])[CH:17]=1)[NH:14][C:13](=[O:19])[C:12]([CH3:20])=[CH:11]2.[C:24](=O)([O-])[O-].[K+].[K+].S([O-])([O-])=O.[Na+].[Na+]>C(Cl)(Cl)Cl.CO.C(OCC)(=O)C>[I:3][CH2:22][C:6]1([CH3:5])[O:21][C:9]2=[C:10]3[C:15](=[C:16]([CH3:18])[CH:17]=[C:8]2[CH:7]1[CH3:24])[NH:14][C:13](=[O:19])[C:12]([CH3:20])=[CH:11]3 |f:1.2,4.5.6,7.8.9|. Reported procedure: Iodine (1.53 g, 6.02 mmol) and potassium iodide (1.01 g, 6.08 mmol) were dissolved in a mixture (105 ml) of chloroform and methanol (4:1), and the resultant mixture was maintained cool. Separately, 6-(2,3-dimethyl-2-propenyl)-5-hydroxy-3,8-dimethylcarbostyril (1.35 g, 5.25 mmol) was dissolved in a mixture (21 ml) of chloroform and methanol (4:1), to which potassium carbonate (1.13, 8.19 mmol) was added. While stirring at -20° C., the above-mentioned cooled solution of iodine and potassium iodide... The reactants are CC(=O)N1CCC(O)CC1, CN(C)C=O, Fc1ccc(CCl)cc1, [H-], [Na+], O. Yields the product CC(=O)N1CCC(OCc2ccc(F)cc2)CC1. As a reaction SMILES: [C:1]([CH3:2])(=[O:3])[N:4]1[CH2:5][CH2:6][CH:7]([OH:10])[CH2:8][CH2:9]1.[CH3:23][N:24]([CH3:25])[CH:26]=[O:27].[F:13][c:14]1[cH:15][cH:16][c:17]([CH2:18][Cl:19])[cH:20][cH:21]1.[H-:11].[Na+:12].[OH2:22]>>[C:1]([CH3:2])(=[O:3])[N:4]1[CH2:5][CH2:6][CH:7]([O:10][CH2:18][c:17]2[cH:16][cH:15][c:14]([F:13])[cH:21][cH:20]2)[CH2:8][CH2:9]1. Starting materials: CC(C)(C)[O-], CO, COCCOC, CS(=O)(=O)Nc1ccc(C=O)c2ccoc12, [K+], [C-]#[N+]CS(=O)(=O)c1ccc(C)cc1. Yields the product CS(=O)(=O)Nc1ccc(CC#N)c2ccoc12. Reaction SMILES: [CH3:14][C:15]([CH3:16])([O-:17])[CH3:18].[CH3:36][OH:37].[CH3:38][O:39][CH2:40][CH2:41][O:42][CH3:43].[CH:20](=[O:21])[c:22]1[cH:23][cH:24][c:25]([NH:31][S:32](=[O:33])(=[O:34])[CH3:35])[c:26]2[c:27]1[cH:28][cH:29][o:30]2.[K+:19].[S:1]([c:3]1[cH:4][cH:5][c:6]([CH3:7])[cH:8][cH:9]1)(=[O:10])([CH2:11][N+:12]#[C-:2])=[O:13]>>[C:11](#[N:12])[CH2:20][c:22]1[cH:23][cH:24][c:25]([NH:31][S:32](=[O:33])(=[O:34])[CH3:35])[c:26]2[c:27]1[cH:28][cH:29][o:30]2. The reactants are Cc1nc(-c2ccccc2)nc(-c2cccc([N+](=O)[O-])c2)c1CN1C(=O)c2ccccc2C1=O, CCO, NN, O. Yields the product Cc1nc(-c2ccccc2)nc(-c2cccc([N+](=O)[O-])c2)c1CN. As a reaction SMILES: [CH3:1][c:2]1[c:3]([CH2:23][N:24]2[C:25](=[O:26])[c:27]3[cH:28][cH:29][cH:30][cH:31][c:32]3[C:33]2=[O:34])[c:4](-[c:14]2[cH:15][c:16]([N+:20](=[O:21])[O-:22])[cH:17][cH:18][cH:19]2)[n:5][c:6](-[c:8]2[cH:9][cH:10][cH:11][cH:12][cH:13]2)[n:7]1.[CH3:38][CH2:39][OH:40].[NH2:36][NH2:37].[OH2:35]>>[CH3:1][c:2]1[c:3]([CH2:23][NH2:24])[c:4](-[c:14]2[cH:15][c:16]([N+:20](=[O:21])[O-:22])[cH:17][cH:18][cH:19]2)[n:5][c:6](-[c:8]2[cH:9][cH:10][cH:11][cH:12][cH:13]2)[n:7]1. Starting materials: COC=1C=C(C=CC1OCC=1C=NC(=CC1)C)CN ((3-methoxy-4-((6-methylpyridin-3-yl)methoxy)phenyl)methanamine), ClC1=NC=C(C=C1[N+](=O)[O-])I (2-chloro-5-iodo-3-nitropyridine), C(C)(C)N(C(C)C)CC (N,N-diisopropylethylamine). The solvent is C(C)#N (acetonitrile), O (water). Reaction conditions: time 5 hour. Yields the product IC=1C=C(C(=NC1)NCC1=CC(=C(C=C1)OCC=1C=NC(=CC1)C)OC)[N+](=O)[O-] (5-iodo-N-(3-methoxy-4-((6-methylpyridin-3-yl)methoxy)benzyl)-3-nitropyridin-2-amine). Isolated yield 94.8%. Reaction SMILES: [CH3:1][O:2][C:3]1[CH:4]=[C:5]([CH2:18][NH2:19])[CH:6]=[CH:7][C:8]=1[O:9][CH2:10][C:11]1[CH:12]=[N:13][C:14]([CH3:17])=[CH:15][CH:16]=1.Cl[C:21]1[C:26]([N+:27]([O-:29])=[O:28])=[CH:25][C:24]([I:30])=[CH:23][N:22]=1.C(N(CC)C(C)C)(C)C>C(#N)C.O>[I:30][C:24]1[CH:25]=[C:26]([N+:27]([O-:29])=[O:28])[C:21]([NH:19][CH2:18][C:5]2[CH:6]=[CH:7][C:8]([O:9][CH2:10][C:11]3[CH:12]=[N:13][C:14]([CH3:17])=[CH:15][CH:16]=3)=[C:3]([O:2][CH3:1])[CH:4]=2)=[N:22][CH:23]=1. Procedure: To a stirred solution of (3-methoxy-4-((6-methylpyridin-3-yl)methoxy)phenyl)methanamine (7.30 g, 28.26 mmol) in acetonitrile (200 mL) was added 2-chloro-5-iodo-3-nitropyridine (8.44 g, 29.67 mmol) and N,N-diisopropylethylamine (5.48 g, 42.39 mmol). The brown mixture was heated to reflux. After 5 h, the brown mixture was allowed to cool to room temperature and was diluted with water (600 mL). The resulting precipitate was isolated by filtration and washed with water (200 mL). The moist solids wer...